Dataset: the Open Reaction Database (ORD), a public repository of structured organic reaction records. Task: describe an organic reaction: reactants, conditions, products, and yield The reactants are C(C)(=O)NC=1C=NC2=CC(=CC=C2C1S)Cl (3-acetamido-7-chloro-4-mercapto-quinoline), polyphosphoric acid, [OH-].[Na+] (sodium hydroxide). Solvent: O (water). Reaction conditions: temperature 20 celsius, time 2 hour. Product: ClC=1C=CC=2C3=C(C=NC2C1)N=C(S3)C (7-chloro-2-methyl-thiazolo[4,5-c]quinoline). The yield is 79.2%. Reaction SMILES: [C:1]([NH:4][C:5]1[CH:6]=[N:7][C:8]2[C:13]([C:14]=1[SH:15])=[CH:12][CH:11]=[C:10]([Cl:16])[CH:9]=2)(=O)[CH3:2].[OH-].[Na+]>O>[Cl:16][C:10]1[CH:11]=[CH:12][C:13]2[C:14]3[S:15][C:1]([CH3:2])=[N:4][C:5]=3[CH:6]=[N:7][C:8]=2[CH:9]=1 |f:1.2|. Reported procedure: A mixture of 12.56 g (0.05 mole) of 3-acetamido-7-chloro-4-mercapto-quinoline and 120 g of polyphosphoric acid is heated to 140°-160° C. The reaction mixture is stirred at this temperature for 2 hours, cooled to 90° C., whereupon 700 ml of water are added under vigorous stirring. When the reaction mixture has cooled to 20° C., it is made alkaline by adding a sodium hydroxide solution. The resulting mixture comprising a precipitate is extracted three times with 150 ml of chloroform each. The chlo... Reactants: C([O-])([O-])=O.[K+].[K+] (potassium carbonate), COC1=C2OC=3C=C(C=C(C3C(C2=CC=C1)=O)O)OCC=C (5-Methoxy-3-allyloxy-1-hydroxy-xanthone), C([O-])([O-])=O.[K+].[K+] (potassium carbonate), CI (methyl iodide). Run in S(O)(O)(=O)=O (sulfuric acid), CN(C)C=O (DMF), 2L, C(C)(=O)OCC (ethyl acetate). Run at temperature 80 celsius, time 1 hour. Product: COC1=C2OC=3C=C(C=C(C3C(C2=CC=C1)=O)OC)OCC=C (5-methoxy-3-allyloxy-1-methoxy-xanthone). Yield: 76.0%. As a reaction SMILES: [CH3:1][O:2][C:3]1[CH:16]=[CH:15][CH:14]=[C:13]2[C:4]=1[O:5][C:6]1[CH:7]=[C:8]([O:19][CH2:20][CH:21]=[CH2:22])[CH:9]=[C:10]([OH:18])[C:11]=1[C:12]2=[O:17].[C:23](=O)([O-])[O-].[K+].[K+].CI>CN(C=O)C.C(OCC)(=O)C.S(=O)(=O)(O)O>[CH3:1][O:2][C:3]1[CH:16]=[CH:15][CH:14]=[C:13]2[C:4]=1[O:5][C:6]1[CH:7]=[C:8]([O:19][CH2:20][CH:21]=[CH2:22])[CH:9]=[C:10]([O:18][CH3:23])[C:11]=1[C:12]2=[O:17] |f:1.2.3|. Procedure: To a solution of xanthone 2 (150 g, 0.5 mol) in dry DMF (500 mL) was added potassium carbonate (100 g, 0.72 mol) and methyl iodide (180 g, 1.28 mol) and the mixture was heated with constant stirring under argon to 80° C. for 1 hour. The mixture was allowed to cool to room temperature and diluted with 2L ethyl acetate and the remaining potassium carbonate was dissolved in dilute sulfuric acid. The organic layer was dried over magnesium sulfate, filtered and concentrated in vacuo to afford the xan... Reactants: C[Si](CCOCN(C1=C(C(=NC=2N1N=CC2C=2C=NN(C2)C2=CC=CC=C2)C2CCC(CC2)(C(=O)OCC)CO)Br)COCC[Si](C)(C)C)(C)C (ethyl 4-(7-(bis((2-(trimethylsilyl)ethoxy)methyl)amino)-6-bromo-3-(1-phenyl-1H-pyrazol-4-yl)pyrazolo[1,5-a]pyrimidin-5-yl)-1-(hydroxymethyl)cyclohexanecarboxylate), C(CCC)[Sn](C(=C)OCC)(CCCC)CCCC (tributyl(1-ethoxyvinyl)stannane), SiO2 KF. The reagents and catalysts are C=1C=CC(=CC1)[P](C=2C=CC=CC2)(C=3C=CC=CC3)[Pd]([P](C=4C=CC=CC4)(C=5C=CC=CC5)C=6C=CC=CC6)([P](C=7C=CC=CC7)(C=8C=CC=CC8)C=9C=CC=CC9)[P](C=1C=CC=CC1)(C=1C=CC=CC1)C=1C=CC=CC1 (Pd(PPh3)4). Run in O1CCOCC1 (dioxane). Conditions: temperature 100 celsius, time 16 hour. Product: C[Si](CCOCN(C1=C(C(=NC=2N1N=CC2C=2C=NN(C2)C2=CC=CC=C2)C2CCC(CC2)(C(=O)OCC)CO)C(=C)OCC)COCC[Si](C)(C)C)(C)C (ethyl 4-(7-(bis((2-(trimethylsilyl)ethoxy)methyl)amino)-6-(1-ethoxyvinyl)-3-(1-phenyl-1H-pyrazol-4-yl)pyrazolo[1,5-a]pyrimidin-5-yl)-1-(hydroxymethyl)cyclohexanecarboxylate). Yield: 84.1%. RXN SMILES: [CH3:1][Si:2]([CH3:51])([CH3:50])[CH2:3][CH2:4][O:5][CH2:6][N:7]([CH2:42][O:43][CH2:44][CH2:45][Si:46]([CH3:49])([CH3:48])[CH3:47])[C:8]1[N:13]2[N:14]=[CH:15][C:16]([C:17]3[CH:18]=[N:19][N:20]([C:22]4[CH:27]=[CH:26][CH:25]=[CH:24][CH:23]=4)[CH:21]=3)=[C:12]2[N:11]=[C:10]([CH:28]2[CH2:33][CH2:32][C:31]([CH2:39][OH:40])([C:34]([O:36][CH2:37][CH3:38])=[O:35])[CH2:30][CH2:29]2)[C:9]=1Br.C([Sn](CCCC)(CCCC)[C:57]([O:59][CH2:60][CH3:61])=[CH2:58])CCC>O1CCOCC1.C1C=CC([P]([Pd]([P](C2C=CC=CC=2)(C2C=CC=CC=2)C2C=CC=CC=2)([P](C2C=CC=CC=2)(C2C=CC=CC=2)C2C=CC=CC=2)[P](C2C=CC=CC=2)(C2C=CC=CC=2)C2C=CC=CC=2)(C2C=CC=CC=2)C2C=CC=CC=2)=CC=1>[CH3:1][Si:2]([CH3:51])([CH3:50])[CH2:3][CH2:4][O:5][CH2:6][N:7]([CH2:42][O:43][CH2:44][CH2:45][Si:46]([CH3:49])([CH3:48])[CH3:47])[C:8]1[N:13]2[N:14]=[CH:15][C:16]([C:17]3[CH:18]=[N:19][N:20]([C:22]4[CH:27]=[CH:26][CH:25]=[CH:24][CH:23]=4)[CH:21]=3)=[C:12]2[N:11]=[C:10]([CH:28]2[CH2:33][CH2:32][C:31]([CH2:39][OH:40])([C:34]([O:36][CH2:37][CH3:38])=[O:35])[CH2:30][CH2:29]2)[C:9]=1[C:57]([O:59][CH2:60][CH3:61])=[CH2:58] |^1:79,81,100,119|. Procedure: A mixture of ethyl 4-(7-(bis((2-(trimethylsilyl)ethoxy)methyl)amino)-6-bromo-3-(1-phenyl-1H-pyrazol-4-yl)pyrazolo[1,5-a]pyrimidin-5-yl)-1-(hydroxymethyl)cyclohexanecarboxylate (201 mg, 0.251 mmol), tributyl(1-ethoxyvinyl)stannane (0.255 mL, 0.754 mmol), Pd(PPh3)4 (29.0 g, 0.025 mmol) in dioxane was stirred at 100° C. under Ar2 for 16 h. The reaction mixture was passed through a short SiO2/KF (9:1) plug to remove majority of the Sn species, and then purified by a SiO2 column (0-30% EtOAc/Hexanes,... Reactants: ClCCl, OCc1cnc(Cl)c(Br)c1, O=S(Cl)Cl. Yields the product ClCc1cnc(Cl)c(Br)c1. As a reaction SMILES: [Cl:15][CH2:16][Cl:17].[Cl:1][c:2]1[n:3][cH:4][c:5]([CH2:9][OH:10])[cH:6][c:7]1[Br:8].[S:11]([Cl:12])([Cl:13])=[O:14]>>[Cl:1][c:2]1[n:3][cH:4][c:5]([CH2:9][Cl:13])[cH:6][c:7]1[Br:8]. Starting materials: CCOC(=O)c1c(O)c2c(OC)cccc2n(C)c1=O, CC(=O)OC(C)=O, Cl. Yields the product COc1cccc2c1c(O)c(C(=O)O)c(=O)n2C. RXN SMILES: [CH2:2]([CH3:3])[O:4][C:5](=[O:6])[c:7]1[c:8](=[O:21])[n:9]([CH3:20])[c:10]2[cH:11][cH:12][cH:13][c:14]([O:18][CH3:19])[c:15]2[c:16]1[OH:17].[CH3:22][C:23]([O:24][C:25](=[O:26])[CH3:27])=[O:28].[ClH:1]>>[O:4]=[C:5]([OH:6])[c:7]1[c:8](=[O:21])[n:9]([CH3:20])[c:10]2[cH:11][cH:12][cH:13][c:14]([O:18][CH3:19])[c:15]2[c:16]1[OH:17]. Starting materials: [BH4-], CCO, CCOC(=O)C(F)(F)CC1CC1, [Na+]. The product is OCC(F)(F)CC1CC1. RXN SMILES: [BH4-:13].[CH3:15][CH2:16][OH:17].[CH:1]1([CH2:4][C:5]([C:6](=[O:7])[O:8][CH2:9][CH3:10])([F:11])[F:12])[CH2:2][CH2:3]1.[Na+:14]>>[CH:1]1([CH2:4][C:5]([CH2:6][OH:7])([F:11])[F:12])[CH2:2][CH2:3]1.